From a dataset of the Open Reaction Database (ORD), a public repository of structured organic reaction records. describe an organic reaction: reactants, conditions, products, and yield The reactants are [Br-], CC[Mg+], CC1(C)C(C(=O)Cl)C1(C)C, COC(=O)c1cccc2cc[nH]c12, [Cl-], [Cl-], ClCCl, [Zn+2]. Product: COC(=O)c1cccc2c(C(=O)C3C(C)(C)C3(C)C)c[nH]c12. RXN SMILES: [Br-:14].[CH2:15]([Mg+:16])[CH3:17].[CH3:18][C:19]1([CH3:27])[CH:20]([C:24](=[O:25])[Cl:26])[C:21]1([CH3:22])[CH3:23].[CH3:1][O:2][C:3](=[O:4])[c:5]1[cH:6][cH:7][cH:8][c:9]2[cH:10][cH:11][nH:12][c:13]12.[Cl-:31].[Cl-:33].[Cl:28][CH2:29][Cl:30].[Zn+2:32]>>[CH3:1][O:2][C:3](=[O:4])[c:5]1[cH:6][cH:7][cH:8][c:9]2[c:10]([C:24]([CH:20]3[C:19]([CH3:18])([CH3:27])[C:21]3([CH3:22])[CH3:23])=[O:25])[cH:11][nH:12][c:13]12. As a reaction SMILES: [CH3:1][N:2]1[CH2:5][CH:4]([OH:6])[CH2:3]1.[Cl:7][C:8]1[CH:13]=[N:12][CH:11]=[C:10](Cl)[N:9]=1.[H-].[Na+]>CN(C=O)C>[Cl:7][C:8]1[CH:13]=[N:12][CH:11]=[C:10]([O:6][CH:4]2[CH2:5][N:2]([CH3:1])[CH2:3]2)[N:9]=1 |f:2.3|. Procedure details: 2-chloro-6-((1-methylazetidin-3-yl)oxy)pyrazine (129) was prepared by reacting 1-methylazetidin-3-ol (50 mg, 0.336 mmol, 1 eq) and 2,6-dichloropyrazine (32) (29.2 mg, 0.336 mmol, 1 eq) in DMF (5 mL) and sodium hydride (16.11 mg, 0.671 mmol, 2 eq) under refluxing temperature for 8 hrs. Yields the product ClC1=NC(=CN=C1)OC1CN(C1)C (2-chloro-6-((1-methylazetidin-3-yl)oxy)pyrazine). Starting materials: CN1CC(C1)O (1-methylazetidin-3-ol), ClC1=NC(=CN=C1)Cl (2,6-dichloropyrazine), [H-].[Na+] (sodium hydride). The solvent is CN(C)C=O (DMF). Reactants: CCOC=C(C(=O)OCC)C(=O)OCC, CCO, CCOC(=O)c1cc(C)sc1N. Product: CCOC(=O)C(=CNc1sc(C)cc1C(=O)OCC)C(=O)OCC. As a reaction SMILES: [CH2:13]([O:14][CH:16]=[C:17]([C:18](=[O:19])[O:20][CH2:21][CH3:22])[C:23](=[O:24])[O:25][CH2:26][CH3:27])[CH3:15].[CH3:28][CH2:29][OH:30].[NH2:1][c:2]1[s:3][c:4]([CH3:12])[cH:5][c:6]1[C:7](=[O:8])[O:9][CH2:10][CH3:11]>>[NH:1]([c:2]1[s:3][c:4]([CH3:12])[cH:5][c:6]1[C:7](=[O:8])[O:9][CH2:10][CH3:11])[CH:16]=[C:17]([C:18](=[O:19])[O:20][CH2:21][CH3:22])[C:23](=[O:24])[O:25][CH2:26][CH3:27]. Starting materials: CN(C=O)C (N,N-Dimethylformamide), BrC=1C=C(CC#N)C=CC1OC (3-bromo-4-methoxybenzyl cyanide), [1,1′-bis(diphenylphosphino)ferrocene]dichloropalladium (II)-dichloromethane, C([O-])([O-])=O.[K+].[K+] (potassium carbonate), C(C)B(CC)CC (triethylborane). Solvent: O (water). Conditions: temperature 70 celsius, time 5 hour. Product: C(C)C=1C=C(C=CC1OC)CC#N ((3-ethyl-4-methoxyphenyl)acetonitrile). The yield is 37.1%. Reaction SMILES: CN(C)C=O.Br[C:7]1[CH:8]=[C:9]([CH:13]=[CH:14][C:15]=1[O:16][CH3:17])[CH2:10][C:11]#[N:12].C(=O)([O-])[O-].[K+].[K+].[CH2:24](B(CC)CC)[CH3:25]>O>[CH2:24]([C:7]1[CH:8]=[C:9]([CH2:10][C:11]#[N:12])[CH:13]=[CH:14][C:15]=1[O:16][CH3:17])[CH3:25] |f:2.3.4|. Procedure: N,N-Dimethylformamide (75 ml) was added to 3-bromo-4-methoxybenzyl cyanide (9.0 g, 40 mmol), [1,1′-bis(diphenylphosphino)ferrocene]dichloropalladium (II)-dichloromethane adduct (400 mg, 0.49 mmol) and potassium carbonate (24.0 g, 174 mmol) at room temperature. Further, triethylborane (1M n-hexane solution, 50 ml, 50 mmol) was added dropwise thereto and the reaction mixture was stirred at 70° C. for 5 hours. After the temperature of the reaction mixture was returned to room temperature, the mixtu... The reactants are C[O-].[Na+] (sodium methoxide), BrC(C(=O)OC)CCCC(=O)OC (dimethyl α-bromoadipate). The solvent is CO (methanol). Reaction conditions: time 8 hour. Yields the product COC(C(=O)OC)CCCC(=O)OC (Dimethyl α-methoxyadipate). The yield is 37.2%. RXN SMILES: [CH3:1][O-:2].[Na+].Br[CH:5]([CH2:10][CH2:11][CH2:12][C:13]([O:15][CH3:16])=[O:14])[C:6]([O:8][CH3:9])=[O:7]>CO>[CH3:1][O:2][CH:5]([CH2:10][CH2:11][CH2:12][C:13]([O:15][CH3:16])=[O:14])[C:6]([O:8][CH3:9])=[O:7] |f:0.1|. Procedure: 12.2 g of sodium methoxide were added to a solution of 38.0 g of dimethyl α-bromoadipate (prepared as described in the following Preparation) in 100 ml of methanol, and the mixture was stirred overnight at room temperature. After this, methanol was evaporated from the reaction mixture under reduced pressure, and diethyl ether was added to the resulting residue. The solution thus obtained was washed with water and dried over anhydrous sodium sulfate. The diethyl ether was evaporated off under red... The reactants are Intermediate 32, BrC=1C(=NN(C1)C)C1=CC=C(C=C1)NC(=O)N1CCCC1 (N-[4-(4-bromo-1-methyl-1H-pyrazol-3-yl)phenyl]-1-pyrrolidinecarboxamide), BrC1=C2C(=NC=C1)N(C(=C2)C2=CC=C(C=O)C=C2)S(=O)(=O)C2=CC=CC=C2 (4-[4-bromo-1-(phenylsulfonyl)-1H-pyrrolo[2,3-b]pyridin-2-yl]benzaldehyde), Intermediate 100. Yields the product C(=O)C1=CC=C(C=C1)C1=CC=2C(=NC=CC2C=2C(=NN(C2)C)C2=CC=C(C=C2)NC(=O)N2CCCC2)N1S(=O)(=O)C1=CC=CC=C1 (N-(4-{4-[2-(4-formylphenyl)-1-(phenylsulfonyl)-1H-pyrrolo[2,3-b]pyridin-4-yl]-1-methyl-1H-pyrazol-3-yl}phenyl)-1-pyrrolidinecarboxamide). As a reaction SMILES: Br[C:2]1[CH:7]=[CH:6][N:5]=[C:4]2[N:8]([S:19]([C:22]3[CH:27]=[CH:26][CH:25]=[CH:24][CH:23]=3)(=[O:21])=[O:20])[C:9]([C:11]3[CH:18]=[CH:17][C:14]([CH:15]=[O:16])=[CH:13][CH:12]=3)=[CH:10][C:3]=12.Br[C:29]1[C:30]([C:35]2[CH:40]=[CH:39][C:38]([NH:41][C:42]([N:44]3[CH2:48][CH2:47][CH2:46][CH2:45]3)=[O:43])=[CH:37][CH:36]=2)=[N:31][N:32]([CH3:34])[CH:33]=1>>[CH:15]([C:14]1[CH:13]=[CH:12][C:11]([C:9]2[N:8]([S:19]([C:22]3[CH:27]=[CH:26][CH:25]=[CH:24][CH:23]=3)(=[O:21])=[O:20])[C:4]3=[N:5][CH:6]=[CH:7][C:2]([C:29]4[C:30]([C:35]5[CH:36]=[CH:37][C:38]([NH:41][C:42]([N:44]6[CH2:45][CH2:46][CH2:47][CH2:48]6)=[O:43])=[CH:39][CH:40]=5)=[N:31][N:32]([CH3:34])[CH:33]=4)=[C:3]3[CH:10]=2)=[CH:18][CH:17]=1)=[O:16]. Procedure details: Following the procedure described for Intermediate 32 using 4-[4-bromo-1-(phenylsulfonyl)-1H-pyrrolo[2,3-b]pyridin-2-yl]benzaldehyde and then following the procedure described for Intermediate 100 with N-[4-(4-bromo-1-methyl-1H-pyrazol-3-yl)phenyl]-1-pyrrolidinecarboxamide provided the title compound. ESMS [M+H]+: 631.4. The reactants are O (water), [H-].[Na+] (Sodium hydride), C(C)OC1=NNC=C1CCC(=O)OCC (ethyl 3-(3-ethoxy-1H-pyrazol-4-yl)propionate), ClCC1=CC(=NO1)OCC=1N=C(OC1C)C1=CC=CC=C1 (5-chloromethyl-3-(5-methyl-2-phenyl-4-oxazolylmethoxy)isoxazole). Solvent: CN(C=O)C (N,N-dimethylformamide). Run at time 1 hour. Yields the product C(C)OC1=NN(C=C1CCC(=O)OCC)CC1=CC(=NO1)OCC=1N=C(OC1C)C1=CC=CC=C1 (ethyl 3-[3-ethoxy-1-[3-(5-methyl-2-phenyl-4-oxazolylmethoxy)-5-isoxazolylmethyl]-1H-pyrazol-4-yl]propionate). Yield: 90.7%. Reaction SMILES: [H-].[Na+].[CH2:3]([O:5][C:6]1[C:10]([CH2:11][CH2:12][C:13]([O:15][CH2:16][CH3:17])=[O:14])=[CH:9][NH:8][N:7]=1)[CH3:4].Cl[CH2:19][C:20]1[O:24][N:23]=[C:22]([O:25][CH2:26][C:27]2[N:28]=[C:29]([C:33]3[CH:38]=[CH:37][CH:36]=[CH:35][CH:34]=3)[O:30][C:31]=2[CH3:32])[CH:21]=1.O>CN(C)C=O>[CH2:3]([O:5][C:6]1[C:10]([CH2:11][CH2:12][C:13]([O:15][CH2:16][CH3:17])=[O:14])=[CH:9][N:8]([CH2:19][C:20]2[O:24][N:23]=[C:22]([O:25][CH2:26][C:27]3[N:28]=[C:29]([C:33]4[CH:38]=[CH:37][CH:36]=[CH:35][CH:34]=4)[O:30][C:31]=3[CH3:32])[CH:21]=2)[N:7]=1)[CH3:4] |f:0.1|. Reported procedure: Sodium hydride (60%, oily, 60.0 mg) was added to a solution of ethyl 3-(3-ethoxy-1H-pyrazol-4-yl)propionate (318 mg) and 5-chloromethyl-3-(5-methyl-2-phenyl-4-oxazolylmethoxy)isoxazole (457 mg) in N,N-dimethylformamide (10 ml) at 0° C., and the mixture was stirred at room temperature for 1 hour. The reaction mixture was poured into water, and extracted with ethyl acetate. The ethyl acetate layer was washed with saturated aqueous sodium chloride solution, dried (MgSO4), and concentrated. The resi... The reactants are O (water), CS(=O)(=O)Cl (methanesulphonic acid chloride), NC1=CC=C(C=C1)C12C(N(C(C(C1)C2)=O)CCC)=O (1-(4-aminophenyl)-3-n-propyl-3-azabicyclo[3.1.1]heptane-2,4-dione). Run in C(Cl)Cl (methylene chloride), N1=CC=CC=C1 (pyridine). Reaction conditions: time 5 hour. Product: CS(=O)(=O)NC1=CC=C(C=C1)C12C(N(C(C(C1)C2)=O)CCC)=O (1-(4-methanesulphonylaminophenyl)-3-n-propyl-3-azabicyclo[3.1.1]heptane-2,4-dione). RXN SMILES: [CH3:1][S:2](Cl)(=[O:4])=[O:3].[NH2:6][C:7]1[CH:12]=[CH:11][C:10]([C:13]23[CH2:19][CH:17]([CH2:18]2)[C:16](=[O:20])[N:15]([CH2:21][CH2:22][CH3:23])[C:14]3=[O:24])=[CH:9][CH:8]=1.O>C(Cl)Cl.N1C=CC=CC=1>[CH3:1][S:2]([NH:6][C:7]1[CH:8]=[CH:9][C:10]([C:13]23[CH2:18][CH:17]([CH2:19]2)[C:16](=[O:20])[N:15]([CH2:21][CH2:22][CH3:23])[C:14]3=[O:24])=[CH:11][CH:12]=1)(=[O:4])=[O:3]. Procedure: A solution of 0.31 ml of methanesulphonic acid chloride in 3 ml of methylene chloride is added at room temperature to a solution of 1.03 g of 1-(4-aminophenyl)-3-n-propyl-3-azabicyclo[3.1.1]heptane-2,4-dione and 24 mg of 4-dimethylaaminopyridine in 10 ml of pyridine. After stirring for 5 hours, 50 ml of water are added, and the mixture is left to stand overnight at 0°-5°. Extraction is carried out with methylene chloride, and the organic phase is washed in succession with water, cold 2N hydrochl...